From a dataset of the Open Reaction Database (ORD), a public repository of structured organic reaction records. describe an organic reaction: reactants, conditions, products, and yield Yields the product C(C)(=O)[O-].[NH4+] (ammonium acetate), C(C)(=O)O.ClC=1C=C(C(=O)N(C)C[C@@H](CCN2CC(C2)N2CCSCC2)C2=CC(=C(C=C2)Cl)Cl)C=C(C1)Cl (3,5-Dichloro-N-[(2S)-2-(3,4-dichlorophenyl)-4-(3-thiomorpholin-4-ylazetidin-1-yl)butyl]-N-methylbenzamide acetate). Starting materials: Cl.ClC=1C=C(C=CC1Cl)[C@@H](CNC)CCN1CC(C1)N1CCSCC1 ([(2S)-2-(3,4-Dichlorophenyl)-4-(3-thiomorpholin-4-ylazetidin-1-yl)butyl]methylamine hydrochloride), ClC=1C=C(C(=O)O)C=C(C1)Cl (3,5-dichlorobenzoic acid), CN(C)C(=[N+](C)C)ON1C2=C(C=CC=C2)N=N1.[B-](F)(F)(F)F (TBTU), CCN(C(C)C)C(C)C (DIPEA), C(=O)(O)[O-].[Na+] (NaHCO3). Procedure: [(2S)-2-(3,4-Dichlorophenyl)-4-(3-thiomorpholin-4-ylazetidin-1-yl)butyl]methylamine hydrochloride (see Method 1; 89 mg, 0.21 mmol) was dissolved in DMF (2 mL) and to the resultant solution were added 3,5-dichlorobenzoic acid (44 mg, 0.23 mmol), TBTU (80 mg, 0.25 mmol) and DIPEA (108 mg, 0.84 mmol) in the given order. The solution was stirred at room temperature for 1.5 h, diluted with water and then neutralized by the addition of NaHCO3. The mixture was extracted twice with ethyl acetate and the... The solvent is CN(C)C=O (DMF), resultant solution, O (water). Reaction SMILES: Cl.[Cl:2][C:3]1[CH:4]=[C:5]([C@H:10]([CH2:14][CH2:15][N:16]2[CH2:19][CH:18]([N:20]3[CH2:25][CH2:24][S:23][CH2:22][CH2:21]3)[CH2:17]2)[CH2:11][NH:12][CH3:13])[CH:6]=[CH:7][C:8]=1[Cl:9].[Cl:26][C:27]1[CH:28]=[C:29]([CH:33]=[C:34]([Cl:36])[CH:35]=1)[C:30]([OH:32])=[O:31].CN(C(ON1N=NC2C=CC=CC1=2)=[N+](C)C)C.[B-](F)(F)(F)F.CCN(C(C)C)C(C)C.C([O-])(O)=O.[Na+]>CN(C=O)C.O>[C:30]([O-:32])(=[O:31])[CH3:29].[NH4+:12].[C:30]([OH:32])(=[O:31])[CH3:29].[Cl:36][C:34]1[CH:33]=[C:29]([CH:28]=[C:27]([Cl:26])[CH:35]=1)[C:30]([N:12]([CH2:11][C@H:10]([C:5]1[CH:6]=[CH:7][C:8]([Cl:9])=[C:3]([Cl:2])[CH:4]=1)[CH2:14][CH2:15][N:16]1[CH2:17][CH:18]([N:20]2[CH2:25][CH2:24][S:23][CH2:22][CH2:21]2)[CH2:19]1)[CH3:13])=[O:32] |f:0.1,3.4,6.7,10.11,12.13|. Conditions: time 1.5 hour. Yield: 90.3%. Starting materials: C1(CCCC1)NC(NC(C)C1=CC=C(S1)C(=O)OC)=O (methyl 5-(1-(3-cyclopentylureido)ethyl)thiophene-2-carboxylate), [OH-].[Na+] (NaOH), Cl (HCl). Run in O1CCCC1 (tetrahydrofuran), CO (methanol). Conditions: temperature 40 celsius. Product: C1(CCCC1)NC(NC(C)C1=CC=C(S1)C(=O)O)=O (5-(1-(3-cyclopentylureido)ethyl)thiophene-2-carboxylic acid). RXN SMILES: [CH:1]1([NH:6][C:7](=[O:20])[NH:8][CH:9]([C:11]2[S:15][C:14]([C:16]([O:18]C)=[O:17])=[CH:13][CH:12]=2)[CH3:10])[CH2:5][CH2:4][CH2:3][CH2:2]1.[OH-].[Na+].Cl>O1CCCC1.CO>[CH:1]1([NH:6][C:7](=[O:20])[NH:8][CH:9]([C:11]2[S:15][C:14]([C:16]([OH:18])=[O:17])=[CH:13][CH:12]=2)[CH3:10])[CH2:2][CH2:3][CH2:4][CH2:5]1 |f:1.2|. Procedure: To a solution of methyl 5-(1-(3-cyclopentylureido)ethyl)thiophene-2-carboxylate obtained from step 1 in tetrahydrofuran (1 mL) and methanol (0.5 mL) was added 1.0 M aqueous NaOH (0.5 mL) and the reaction solution was heated to 40° C. for 8 hours. The reaction was neutralized with the addition of 1M aqueous HCl (0.5 mL) and the solution was evaporated to dryness to afford 5-(1-(3-cyclopentylureido)ethyl)thiophene-2-carboxylic acid. LC-MS: (FA) ES+ 283.